From a dataset of the Open Reaction Database (ORD), a public repository of structured organic reaction records. describe an organic reaction: reactants, conditions, products, and yield Reactants: ClC1=C(C=CC=C1)C1C=2C(NC(=C1C(=O)N(C)C)C)=NNC2 (4-(2-chlorophenyl)-4,7-dihydro-5-dimethylaminocarbonyl-6-methyl-2H-pyrazolo[3,4-b]pyridine), NN (hydrazine). Solvent: C(C)#N (acetonitrile). Yields the product ClC1=C(C=CC=C1)C1C=2C(NC(=C1C(=O)NN)C)=NNC2 (4-(2-Chlorophenyl)-5-hydrazinocarbonyl-4,7-dihydro-6-methyl-2H-pyrazolo[3,4-b]pyridine). The yield is 78.2%. As a reaction SMILES: [Cl:1][C:2]1[CH:7]=[CH:6][CH:5]=[CH:4][C:3]=1[CH:8]1[C:13]([C:14]([N:16](C)C)=[O:15])=[C:12]([CH3:19])[NH:11][C:10]2=[N:20][NH:21][CH:22]=[C:9]12.[NH2:23]N>C(#N)C>[Cl:1][C:2]1[CH:7]=[CH:6][CH:5]=[CH:4][C:3]=1[CH:8]1[C:13]([C:14]([NH:16][NH2:23])=[O:15])=[C:12]([CH3:19])[NH:11][C:10]2=[N:20][NH:21][CH:22]=[C:9]12. Procedure: To a solution of 4-(2-chlorophenyl)-4,7-dihydro-5-dimethylaminocarbonyl-6-methyl-2H-pyrazolo[3,4-b]pyridine (200 mg) in acetonitrile (200 mL) was added hydrazine (200 mg) and the mixture was heated under reflux overnight. The reaction mixture was cooled to room temperature, and the precipitated crystals were collected by filtration and washed with ethyl acetate to give the title compound as colorless crystals (150 mg).